Dataset: the Open Reaction Database (ORD), a public repository of structured organic reaction records. Task: describe an organic reaction: reactants, conditions, products, and yield The reactants are [K+], CCOC(=O)C1CCN(CC2COc3ccccc3O2)CC1, [OH-], O. Yields the product O=C(O)C1CCN(CC2COc3ccccc3O2)CC1. As a reaction SMILES: [K+:24].[O:1]1[CH:2]([CH2:11][N:12]2[CH2:13][CH2:14][CH:15]([C:18](=[O:19])[O:20][CH2:21][CH3:22])[CH2:16][CH2:17]2)[CH2:3][O:4][c:5]2[c:6]1[cH:7][cH:8][cH:9][cH:10]2.[OH-:23].[OH2:25]>>[O:1]1[CH:2]([CH2:11][N:12]2[CH2:13][CH2:14][CH:15]([C:18](=[O:19])[OH:20])[CH2:16][CH2:17]2)[CH2:3][O:4][c:5]2[c:6]1[cH:7][cH:8][cH:9][cH:10]2. Starting materials: Cl.C(C)C=1C=C2C=CC(=CC2=CC1)C(=O)CN1C=NC=C1 (1-[(6-Ethyl-2-naphthoyl)methyl]imidazole hydrochloride), O.C1(=CC=C(C=C1)S(=O)(=O)O)C (p-toluenesulfonic acid monohydrate), C([O-])([O-])=O.[K+].[K+] (potassium carbonate), SCCO (2-mercaptoethanol). Solvent: C1(=CC=CC=C1)C (toluene), C1=CC=CC=C1 (benzene), C1(=CC=CC=C1)C (toluene). Run at time 18 hour. The product is C=C.C(C)C=1C=C2C=CC(=CC2=CC1)C(=O)CN1C=NC=C1 (1-[(6-ethyl-2-naphthoyl)methyl]imidazole ethylene). As a reaction SMILES: Cl.[CH2:2]([C:4]1[CH:5]=[C:6]2[C:11](=[CH:12][CH:13]=1)[CH:10]=[C:9]([C:14]([CH2:16][N:17]1[CH:21]=[CH:20][N:19]=[CH:18]1)=[O:15])[CH:8]=[CH:7]2)[CH3:3].O.C1(C)C=CC(S(O)(=O)=O)=CC=1.SCCO.C(=O)([O-])[O-].[K+].[K+]>C1(C)C=CC=CC=1.C1C=CC=CC=1>[CH2:2]=[CH2:3].[CH2:2]([C:4]1[CH:5]=[C:6]2[C:11](=[CH:12][CH:13]=1)[CH:10]=[C:9]([C:14]([CH2:16][N:17]1[CH:21]=[CH:20][N:19]=[CH:18]1)=[O:15])[CH:8]=[CH:7]2)[CH3:3] |f:0.1,2.3,5.6.7,10.11|. Procedure details: 1-[(6-Ethyl-2-naphthoyl)methyl]imidazole hydrochloride (600 mg.) and p-toluenesulfonic acid monohydrate (570 mg.) in toluene (100 ml.) containing a little benzene are treated with 2-mercaptoethanol (4 ml.). A pressure-equalized addition funnel filled with activated 4 A molecular sieves in toluene is placed above the flask as a modified Dean-Stark trap and the mixture heated under reflux with stirring for 18 hours. The resulting mixture is then added with stirring to excess aqueous potassium carb... Reactants: step-iii, C1(CC1)C1=C(C=C2C(=N1)N(C=C2C=2C(=NN(C2C)CC2=CC(=CC=C2)F)C)S(=O)(=O)C2=CC=C(C)C=C2)C2=CC=C(C=C2)N2CCN(CC2)C(=O)OC(C)(C)C (tert-butyl 4-(4-(6-cyclopropyl-3-(1-(3-fluorobenzyl)-3,5-dimethyl-1H-pyrazol-4-yl)-1-tosyl-1H-pyrrolo[2,3-b]pyridin-5-yl)phenyl)piperazine-1-carboxylate), [OH-].[Li+] (lithium hydroxide). Run in CO.O (methanol water). Product: C1(CC1)C1=C(C=C2C(=N1)NC=C2C=2C(=NN(C2C)CC2=CC(=CC=C2)F)C)C2=CC=C(C=C2)N2CCN(CC2)C(=O)OC(C)(C)C (tert-butyl 4-(4-(6-cyclopropyl-3-(1-(3-fluorobenzyl)-3,5-dimethyl-1H-pyrazol-4-yl)-1H-pyrrolo[2,3-b]pyridin-5-yl)phenyl)piperazine-1-carboxylate). The yield is 16.1%. As a reaction SMILES: [CH:1]1([C:4]2[N:9]=[C:8]3[N:10](S(C4C=CC(C)=CC=4)(=O)=O)[CH:11]=[C:12]([C:13]4[C:14]([CH3:27])=[N:15][N:16]([CH2:19][C:20]5[CH:25]=[CH:24][CH:23]=[C:22]([F:26])[CH:21]=5)[C:17]=4[CH3:18])[C:7]3=[CH:6][C:5]=2[C:38]2[CH:43]=[CH:42][C:41]([N:44]3[CH2:49][CH2:48][N:47]([C:50]([O:52][C:53]([CH3:56])([CH3:55])[CH3:54])=[O:51])[CH2:46][CH2:45]3)=[CH:40][CH:39]=2)[CH2:3][CH2:2]1.[OH-].[Li+]>CO.O>[CH:1]1([C:4]2[N:9]=[C:8]3[NH:10][CH:11]=[C:12]([C:13]4[C:14]([CH3:27])=[N:15][N:16]([CH2:19][C:20]5[CH:25]=[CH:24][CH:23]=[C:22]([F:26])[CH:21]=5)[C:17]=4[CH3:18])[C:7]3=[CH:6][C:5]=2[C:38]2[CH:43]=[CH:42][C:41]([N:44]3[CH2:45][CH2:46][N:47]([C:50]([O:52][C:53]([CH3:56])([CH3:55])[CH3:54])=[O:51])[CH2:48][CH2:49]3)=[CH:40][CH:39]=2)[CH2:2][CH2:3]1 |f:1.2,3.4|. Reported procedure: Using similar reaction conditions as described in step-iii of example-1, tert-butyl 4-(4-(6-cyclopropyl-3-(1-(3-fluorobenzyl)-3,5-dimethyl-1H-pyrazol-4-yl)-1-tosyl-1H-pyrrolo[2,3-b]pyridin-5-yl)phenyl)piperazine-1-carboxylate (111 mg, 0.14 mmol) was hydrolyzed by lithium hydroxide (17.6 mg, 0.42 mmol), in methanol/water (3/2 ml) to afford 14 mg of the titled compound. 1H NMR (CDCl3, 300 MHz): δ 8.7 (b, 1H), 7.52 (s, 1H), 7.40-7.37 (m, 2H), 7.107-7.099 (d, 1H), 7.002-6.9 (m, 3H), 6.9-6.8 (m, 1H),... Starting materials: ClC1=CC=C(C=C1)S(=O)(=O)NCCCCCC(CC(=O)OCC)CCCCC=1C=NC=CC1 (ethyl 8-(p-chlorophenylsulfonamido)-3-[4-(3-pyridyl)-butyl]-octanoate). Solvent: CO (methanol), [OH-].[Na+] (NaOH). Conditions: time 18 hour. The product is C(CCCCCCC)(=O)O (octanoic acid). RXN SMILES: ClC1C=CC(S(N[CH2:12][CH2:13][CH2:14][CH2:15][CH2:16][CH:17](CCCCC2C=NC=CC=2)[CH2:18][C:19]([O:21]CC)=[O:20])(=O)=O)=CC=1>CO.[OH-].[Na+]>[C:19]([OH:21])(=[O:20])[CH2:18][CH2:17][CH2:16][CH2:15][CH2:14][CH2:13][CH3:12] |f:2.3|. Procedure details: A solution of 0.7 g of ethyl 8-(p-chlorophenylsulfonamido)-3-[4-(3-pyridyl)-butyl]-octanoate, (example 14) in a mixture of 50 ml of methanol and 100 ml of 1N aqueous NaOH is stirred at room temperature for 18 h. The reaction mixture is then concentrated to remove the methanol. The product is neutralized with dilute aqueous hydrochloric acid, and the aqueous solution is extracted with ethyl acetate. The ethyl acetate extract is dried over magnesium sulfate, filtered and concentrated to give 8-(p-... Reactants: C(C)(C)(C)OO (t-butyl hydroperoxide), C(C)(C)(C)OO (t-butyl hydroperoxide), [Cl-].[Na+] (sodium chloride), C(CCC(=O)OC1CC(NC(C1)(C)C)(C)C)(=O)OC1CC(NC(C1)(C)C)(C)C (di-(2,2,6,6-tetramethylpiperidin-4-yl) succinate). The reagents and catalysts are [Mo]=O (Molybdenum oxide). The solvent is C1CCCCC1 (cyclohexane). Run at temperature 140 celsius, time 4 hour. The product is C(CCC(=O)OC1CC(N(C(C1)(C)C)OC1CCCCC1)(C)C)(=O)OC1CC(N(C(C1)(C)C)OC1CCCCC1)(C)C (Di-(1-cyclohexyloxy-2,2,6,6-tetramethylpiperidin-4-yl) Succinate). The yield is 137.6%. Reaction SMILES: [C:1]([O:5]O)([CH3:4])([CH3:3])C.[Cl-].[Na+].[C:9]([O:26][CH:27]1[CH2:32][C:31]([CH3:34])([CH3:33])[NH:30][C:29]([CH3:36])([CH3:35])[CH2:28]1)(=[O:25])[CH2:10][CH2:11][C:12]([O:14][CH:15]1[CH2:20][C:19]([CH3:22])([CH3:21])[NH:18][C:17]([CH3:24])([CH3:23])[CH2:16]1)=[O:13]>[Mo]=O.C1CCCCC1>[C:9]([O:26][CH:27]1[CH2:32][C:31]([CH3:34])([CH3:33])[N:30]([O:5][CH:1]2[CH2:4][CH2:20][CH2:15][CH2:16][CH2:3]2)[C:29]([CH3:36])([CH3:35])[CH2:28]1)(=[O:25])[CH2:10][CH2:11][C:12]([O:14][CH:15]1[CH2:16][C:17]([CH3:24])([CH3:23])[N:18]([O:5][CH:1]2[CH2:4][CH2:11][CH2:10][CH2:9][CH2:3]2)[C:19]([CH3:22])([CH3:21])[CH2:20]1)=[O:13] |f:1.2|. Procedure details: A two-phase mixture of 70% aqueous t-butyl hydroperoxide (103.9 g, 807 mmol), cyclohexane (200 ml) and sodium chloride (15 g) is shaken in a separatory funnel. The organic phase is dried over magnesium sulfate, filtered, and added to 40.0 g (101 mmol) of di-(2,2,6,6-tetramethylpiperidin-4-yl) succinate. Molybdenum oxide (2.0 g) is added, and the mixture is refluxed for one hour. Water is collected in a Dean-Stark trap. The entire reaction mixture is then transferred to a Fischer-Porter bottle an... Run at time 1 hour. Solvent: O1CCCC1 (tetrahydrofuran), O1CCCC1 (tetrahydrofuran), C(C)O (ethanol), CCOCC (ether). Procedure details: 1.9 Grams of lithium aluminum hydride was added to about 50 ml of dry tetrahydrofuran. Then 1.3 ml of sulfuric acid was added by means of a syringe with cooling. The resulting slurry was stirred at room temperature for 1 hour and then a tetrahydrofuran solution of 3.0 g of 2-cyano-1-(2-thienylmethyl)-1H-imidazole was added and the mixture was stirred for 16 hours. The reaction mixture was quenched with 1.9 ml of water, 1.9 ml of 15% aqueous sodium hydroxide solution, and 5.7 ml of water. The mix... The reactants are [H-].[Al+3].[Li+].[H-].[H-].[H-] (lithium aluminum hydride), C(#N)C=1N(C=CN1)CC=1SC=CC1 (2-cyano-1-(2-thienylmethyl)-1H-imidazole), C1(=CC=C(C=C1)S(=O)(=O)O)C (4-toluenesulfonic acid), S(O)(O)(=O)=O (sulfuric acid). The product is oil, C1(=CC=C(C=C1)S(=O)(=O)O)C.NCC=1N(C=CN1)CC=1SC=CC1 (2-aminomethyl-1-(2-thienylmethyl)-1H-imidazole 4-toluenesulfonate). Reaction SMILES: [H-].[Al+3].[Li+].[H-].[H-].[H-].S(=O)(=O)(O)O.[C:12]([C:14]1[N:15]([CH2:19][C:20]2[S:21][CH:22]=[CH:23][CH:24]=2)[CH:16]=[CH:17][N:18]=1)#[N:13].[C:25]1([CH3:35])[CH:30]=[CH:29][C:28]([S:31]([OH:34])(=[O:33])=[O:32])=[CH:27][CH:26]=1>CCOCC.C(O)C.O1CCCC1>[C:25]1([CH3:35])[CH:26]=[CH:27][C:28]([S:31]([OH:34])(=[O:32])=[O:33])=[CH:29][CH:30]=1.[NH2:13][CH2:12][C:14]1[N:15]([CH2:19][C:20]2[S:21][CH:22]=[CH:23][CH:24]=2)[CH:16]=[CH:17][N:18]=1 |f:0.1.2.3.4.5,12.13|. Reactants: C(C)OC(=O)C=1N(C2=CC=CC=C2C1C1=CC=CC=C1)CC1=CC=C(C=C1)[N+](=O)[O-] (1-(4-nitro-benzyl)-3-phenyl-1H-indolecarboxylic acid ethyl ester), C(=O)(C(F)(F)F)O (TFA). The product is C(C)OC(=O)C=1NC2=CC=CC=C2C1.NC1=CC=C(CN2C=C(C3=CC=CC=C23)C2=CC=CC=C2)C=C1 (1-(4-Amino-benzyl)-3-phenyl-1H-indole indolecarboxylic acid ethyl ester). RXN SMILES: [CH2:1]([O:3][C:4]([C:6]1[N:7]([CH2:21][C:22]2[CH:27]=[CH:26][C:25]([N+:28]([O-])=O)=[CH:24][CH:23]=2)[C:8]2[C:13]([C:14]=1[C:15]1[CH:20]=[CH:19][CH:18]=[CH:17][CH:16]=1)=[CH:12][CH:11]=[CH:10][CH:9]=2)=[O:5])[CH3:2].C(O)(C(F)(F)F)=O>>[CH2:1]([O:3][C:4]([C:6]1[NH:7][C:8]2[C:13]([CH:14]=1)=[CH:12][CH:11]=[CH:10][CH:9]=2)=[O:5])[CH3:2].[NH2:28][C:25]1[CH:24]=[CH:23][C:22]([CH2:21][N:7]2[C:8]3[C:13](=[CH:12][CH:11]=[CH:10][CH:9]=3)[C:14]([C:15]3[CH:16]=[CH:17][CH:18]=[CH:19][CH:20]=3)=[CH:6]2)=[CH:27][CH:26]=1 |f:2.3|. Reported procedure: 1-(4-Amino-benzyl)-3-phenyl-1H-indole indolecarboxylic acid ethyl ester was prepared from 1-(4-nitro-benzyl)-3-phenyl-1H-indolecarboxylic acid ethyl ester followed the procedure of Example 1 Step 1 as a yellow syrup: 1H NMR (DMSO-d6) δ 0.98 (t, J=7.2 Hz, 3H), 4.11 (q, J=7.2 Hz, 2H), 4.99 (br s, 2H), 5.59 (s, 2H), 6.44 (d, J=8.41 Hz, 2H), 6.85 (d, J=8.4 Hz, 2H), 7.13 (td, J=7.1, 0.8 Hz, 1H), 7.34 (td, J=7.1, 0.8 Hz, 1H), 7.38-7.41 (m, 3H), 7.44-7.49 (m, 3H), 7.69 (d, J=8.4 Hz, 1H); MS (ESI) Hz 37... Reactants: CN1CCNCC1, CC(C(=O)Cl)c1ccc2c(c1)CCc1ccccc1C2=O. The product is CC(C(=O)N1CCN(C)CC1)c1ccc2c(c1)CCc1ccccc1C2=O. Reaction SMILES: [CH3:22][N:23]1[CH2:24][CH2:25][NH:26][CH2:27][CH2:28]1.[O:1]=[C:2]1[c:3]2[c:4]([cH:18][cH:19][cH:20][cH:21]2)[CH2:5][CH2:6][c:7]2[c:8]1[cH:9][cH:10][c:11]([CH:13]([C:14](=[O:15])[Cl:16])[CH3:17])[cH:12]2>>[O:1]=[C:2]1[c:3]2[c:4]([cH:18][cH:19][cH:20][cH:21]2)[CH2:5][CH2:6][c:7]2[c:8]1[cH:9][cH:10][c:11]([CH:13]([C:14](=[O:15])[N:26]1[CH2:25][CH2:24][N:23]([CH3:22])[CH2:28][CH2:27]1)[CH3:17])[cH:12]2.